This data is from the Open Reaction Database (ORD), a public repository of structured organic reaction records. The task is: describe an organic reaction: reactants, conditions, products, and yield Reactants: ClC1=CC2=C(C(=N1)O[C@H](C)[C@@H]1CC(NC1)=O)N(C=N2)C(F)F ((R)-4-((R)-1-(6-chloro-3-(difluoromethyl)-3H-imidazo[4,5-c]pyridin-4-yloxy)ethyl)pyrrolidin-2-one), Bis[di-tert-butyl(4-dimethylaminophenyl)phosphine]dichloropalladium (II), C(C)(C)(C)OC(=O)N1CCN(CC1)C1=CC=C(C=C1)B(O)O ((4-(4-(tert-butoxycarbonyl)piperazin-1-yl)phenyl)boronic acid), [O-]P(=O)([O-])[O-].[K+].[K+].[K+] (K3PO4). The solvent is O1CCOCC1 (1,4-dioxane), O (water). Reaction conditions: temperature 100 celsius. The product is FC(N1C=NC2=C1C(=NC(=C2)C2=CC=C(C=C2)N2CCN(CC2)C(=O)OC(C)(C)C)O[C@H](C)[C@H]2CNC(C2)=O)F (tert-butyl 4-(4-(3-(difluoromethyl)-4-((R)-1-((R)-5-oxopyrrolidin-3-yl)ethoxy)-3H-imidazo[4,5-c]pyridin-6-yl)phenyl)piperazine-1-carboxylate). As a reaction SMILES: Cl[C:2]1[N:7]=[C:6]([O:8][C@@H:9]([C@H:11]2[CH2:15][NH:14][C:13](=[O:16])[CH2:12]2)[CH3:10])[C:5]2[N:17]([CH:20]([F:22])[F:21])[CH:18]=[N:19][C:4]=2[CH:3]=1.[C:23]([O:27][C:28]([N:30]1[CH2:35][CH2:34][N:33]([C:36]2[CH:41]=[CH:40][C:39](B(O)O)=[CH:38][CH:37]=2)[CH2:32][CH2:31]1)=[O:29])([CH3:26])([CH3:25])[CH3:24].[O-]P([O-])([O-])=O.[K+].[K+].[K+]>O1CCOCC1.O>[F:21][CH:20]([F:22])[N:17]1[C:5]2[C:6]([O:8][C@@H:9]([C@@H:11]3[CH2:12][C:13](=[O:16])[NH:14][CH2:15]3)[CH3:10])=[N:7][C:2]([C:39]3[CH:38]=[CH:37][C:36]([N:33]4[CH2:32][CH2:31][N:30]([C:28]([O:27][C:23]([CH3:26])([CH3:25])[CH3:24])=[O:29])[CH2:35][CH2:34]4)=[CH:41][CH:40]=3)=[CH:3][C:4]=2[N:19]=[CH:18]1 |f:2.3.4.5|. Reported procedure: 2.64 (192 mg, 0.581 mmol), (4-(4-(tert-butoxycarbonyl)piperazin-1-yl)phenyl)boronic acid (355 mg, 1.16 mmol), K3PO4 (400 mg, 1.9 mmol) and Bis[di-tert-butyl(4-dimethylaminophenyl)phosphine]dichloropalladium (II) (21 mg, 0.029 mmol) were taken up in 1,4-dioxane (10 mL) and water (1 mL). The stirred reaction mixture was heated to 100° C. for 1.5 h and was then cooled and partitioned between EtOAc (30 mL), water and brine. The phases were separated and the aqueous phase was extracted with EtOAc. Th... Starting materials: CNCC(=O)O[C@@H](CN1N(C(C(=C1C)C(NC1=CC(=C(C=C1)OC1=CC=NC2=CC(=CC=C12)OC)F)=O)=O)C1=CC=CC=C1)C ((R)-1-(4-(4-(7-methoxyquinolin-4-yloxy)-3-fluorophenylcarbam-oyl)-2,3-dihydro-5-methyl-3-oxo-2-phenylpyrazol-1-yl)propan-2-yl 2-(methylamino)acetate), C(C)S(=O)(=O)O (ethanesulfonic acid), solid. Yields the product C(C)S(=O)(=O)O.CNCC(=O)O[C@@H](CN1N(C(C(=C1C)C(NC1=CC(=C(C=C1)OC1=CC=NC2=CC(=CC=C12)OC)F)=O)=O)C1=CC=CC=C1)C ((R)-1-(4-(3-fluoro-4-(7-methoxyquinolin-4-yloxy)phenylcarbamoyl)-5-methyl-3-oxo-2-phenyl-2,3-dihydropyrazol-1-yl)propan-2-yl 2-(methylamino)acetate ethanesulfonate). Reaction SMILES: [CH3:1][NH:2][CH2:3][C:4]([O:6][C@H:7]([CH3:45])[CH2:8][N:9]1[C:13]([CH3:14])=[C:12]([C:15](=[O:37])[NH:16][C:17]2[CH:22]=[CH:21][C:20]([O:23][C:24]3[C:33]4[C:28](=[CH:29][C:30]([O:34][CH3:35])=[CH:31][CH:32]=4)[N:27]=[CH:26][CH:25]=3)=[C:19]([F:36])[CH:18]=2)[C:11](=[O:38])[N:10]1[C:39]1[CH:44]=[CH:43][CH:42]=[CH:41][CH:40]=1)=[O:5].[CH2:46]([S:48]([OH:51])(=[O:50])=[O:49])[CH3:47]>>[CH2:46]([S:48]([OH:51])(=[O:50])=[O:49])[CH3:47].[CH3:1][NH:2][CH2:3][C:4]([O:6][C@H:7]([CH3:45])[CH2:8][N:9]1[C:13]([CH3:14])=[C:12]([C:15](=[O:37])[NH:16][C:17]2[CH:22]=[CH:21][C:20]([O:23][C:24]3[C:33]4[C:28](=[CH:29][C:30]([O:34][CH3:35])=[CH:31][CH:32]=4)[N:27]=[CH:26][CH:25]=3)=[C:19]([F:36])[CH:18]=2)[C:11](=[O:38])[N:10]1[C:39]1[CH:40]=[CH:41][CH:42]=[CH:43][CH:44]=1)=[O:5] |f:2.3|. Procedure details: The title compound was prepared according to the procedure described in Example 39 step 3 by using (R)-1-(4-(4-(7-methoxyquinolin-4-yloxy)-3-fluorophenylcarbam-oyl)-2,3-dihydro-5-methyl-3-oxo-2-phenylpyrazol-1-yl)propan-2-yl 2-(methylamino)acetate (82.3 mg, 0.134 mmol) and ethanesulfonic acid (29.5 mg, 0.268 mmol, Alfa Aesar). The title compound was abtained as a yellow solid (72.8 mg, 65%). Reactants: C=CC1=CC=CC=C1 (styrene), C(=C)C1=NC=CC=C1 (2-vinylpyridine), initiator, C=CO (Rhodoviol). The solvent is O (water). Conditions: time 22 hour. Product: C=CC1=CC=CC=C1.C(=C)C1=NC=CC=C1 (styrene 2-vinylpyridine). RXN SMILES: [CH2:1]=[CH:2][C:3]1[CH:8]=[CH:7][CH:6]=[CH:5][CH:4]=1.[CH:9]([C:11]1[CH:16]=[CH:15][CH:14]=[CH:13][N:12]=1)=[CH2:10].C=CO>O>[CH2:1]=[CH:2][C:3]1[CH:8]=[CH:7][CH:6]=[CH:5][CH:4]=1.[CH:9]([C:11]1[CH:16]=[CH:15][CH:14]=[CH:13][N:12]=1)=[CH2:10] |f:4.5|. Procedure details: A mixture (100 kg) of styrene and 2-vinylpyridine (30:70 by weight) containing 1% of initiator (azobisisobutyronitrile) is added in the course of 1 hour at a temperature of 65° C. to water (250 liters) containing 0.5% of amphiphilic surfactant (Rhodoviol 25/140). The polymerization is continued for 22 hours.